From a dataset of the Open Reaction Database (ORD), a public repository of structured organic reaction records. describe an organic reaction: reactants, conditions, products, and yield Reactants: ethoxylated nonylphenol, C1CO1 (ethylene oxide), C(CCCCCCCCCCC)OS(=O)(=O)C1=CC=CC=C1.[Na] (sodium dodecylbenzenesulphonate), C(CN(CC(=O)O)CC(=O)O)N(CC(=O)O)CC(=O)O (ethylenediaminetetraacetic acid). Solvent: O (water). Yields the product C(C=C)(=O)OCCCC (butyl acrylate). RXN SMILES: [CH2:1]1[O:3][CH2:2]1.[CH2:4]([O:16]S(C1C=CC=CC=1)(=O)=O)[CH2:5][CH2:6][CH2:7]CCCCCCCC.[Na].[CH2:27](N(CC(O)=O)CC(O)=O)CN(CC(O)=O)CC(O)=O>O>[C:1]([O:16][CH2:4][CH2:5][CH2:6][CH3:7])(=[O:3])[CH:2]=[CH2:27] |f:1.2,^1:25|. Procedure details: 80 g of water, 2 g of a 40.7% by weight aqueous solution of partially sulphated, ethoxylated nonylphenol containing 25 units of ethylene oxide, 3 g of a 20% by weight aqueous solution of sodium dodecylbenzenesulphonate and 60 mg of ethylenediaminetetraacetic acid (EDTA) are mixed in a beaker. Reactants: C[Si](C)(C)[N-][Si](C)(C)C.[Li+] (Lithium bis(trimethylsilyl)amide), C(C)(C)(C)OC(=O)N1CC(CC1)C(=O)C=1C=C2C=CN(C2=CC1)[Si](C(C)C)(C(C)C)C(C)C (3-(1-triisopropylsilanyl-1H-indole-5-carbonyl)-pyrrolidine-1-carboxylic acid tert-butyl ester), C(C1=CC=CC=C1)Br (benzyl bromide). Run in C1CCOC1 (THF). Conditions: temperature 0 celsius, time 10 minute. Yields the product C(C)(C)(C)OC(=O)N1CC(CC1)(C(=O)C=1C=C2C=CN(C2=CC1)[Si](C(C)C)(C(C)C)C(C)C)CC1=CC=CC=C1 (3-benzyl-3-(1-triisopropylsilanyl-1H-indole-5-carbonyl)-pyrrolidine-1-carboxylic acid tert-butyl ester). The yield is 68.6%. Reaction SMILES: C[Si]([N-][Si](C)(C)C)(C)C.[Li+].[C:11]([O:15][C:16]([N:18]1[CH2:22][CH2:21][CH:20]([C:23]([C:25]2[CH:26]=[C:27]3[C:31](=[CH:32][CH:33]=2)[N:30]([Si:34]([CH:41]([CH3:43])[CH3:42])([CH:38]([CH3:40])[CH3:39])[CH:35]([CH3:37])[CH3:36])[CH:29]=[CH:28]3)=[O:24])[CH2:19]1)=[O:17])([CH3:14])([CH3:13])[CH3:12].[CH2:44](Br)[C:45]1[CH:50]=[CH:49][CH:48]=[CH:47][CH:46]=1>C1COCC1>[C:11]([O:15][C:16]([N:18]1[CH2:22][CH2:21][C:20]([CH2:44][C:45]2[CH:50]=[CH:49][CH:48]=[CH:47][CH:46]=2)([C:23]([C:25]2[CH:26]=[C:27]3[C:31](=[CH:32][CH:33]=2)[N:30]([Si:34]([CH:35]([CH3:36])[CH3:37])([CH:38]([CH3:40])[CH3:39])[CH:41]([CH3:43])[CH3:42])[CH:29]=[CH:28]3)=[O:24])[CH2:19]1)=[O:17])([CH3:13])([CH3:14])[CH3:12] |f:0.1|. Reported procedure: Lithium bis(trimethylsilyl)amide (1.0 M in THF, 12.1 mL) was added to a solution of 3-(1-triisopropylsilanyl-1H-indole-5-carbonyl)-pyrrolidine-1-carboxylic acid tert-butyl ester (1.90 g, 4.03 mmol) in THF (25 mL) at 0° C. under nitrogen atmosphere. The reaction mixture was stirred at 0° C. for 10 minutes and then benzyl bromide (1.9 mL, 16.12 mmol) was added. The resulting mixture was warmed to room temperature and stirred for 1.5 hours. The reaction was quenched by addition of a saturated aqueo... Reactants: 22a, COC=1C=C(C=CC1OC)[Mg]Br (3,4-dimethoxyphenylmagnesium bromide), FC1=C(C(=O)NC=2SC(=C(N2)C2=NC=CC=C2)C2=CC(=CC=C2)C(F)(F)F)C(=CC=C1)F (2,6-Difluoro-N-(4-(pyridin-2-yl)-5-(3-(trifluoromethyl)phenyl)thiazol-2-yl)benzamide). Yields the product COC=1C=C(C=CC1OC)C=1N=C(SC1C1=CC(=CC=C1)C(F)(F)F)NC(C1=C(C=CC=C1F)F)=O (N-(4-(3,4-Dimethoxyphenyl)-5-(3-(trifluoromethyl)phenyl)thiazol-2-yl)-2,6-difluorobenzamide). As a reaction SMILES: [CH3:1][O:2][C:3]1[CH:4]=[C:5]([Mg]Br)[CH:6]=[CH:7][C:8]=1[O:9][CH3:10].[F:13][C:14]1[CH:43]=[CH:42][CH:41]=[C:40]([F:44])[C:15]=1[C:16]([NH:18][C:19]1[S:20][C:21]([C:30]2[CH:35]=[CH:34][CH:33]=[C:32]([C:36]([F:39])([F:38])[F:37])[CH:31]=2)=[C:22](C2C=CC=CN=2)[N:23]=1)=[O:17]>>[CH3:1][O:2][C:3]1[CH:4]=[C:5]([C:22]2[N:23]=[C:19]([NH:18][C:16](=[O:17])[C:15]3[C:14]([F:13])=[CH:43][CH:42]=[CH:41][C:40]=3[F:44])[S:20][C:21]=2[C:30]2[CH:35]=[CH:34][CH:33]=[C:32]([C:36]([F:37])([F:38])[F:39])[CH:31]=2)[CH:6]=[CH:7][C:8]=1[O:9][CH3:10]. Procedure: Compound 109 was prepared from 22a and 3,4-dimethoxyphenylmagnesium bromide as described for the preparation of Compound 107.